From a dataset of the Open Reaction Database (ORD), a public repository of structured organic reaction records. describe an organic reaction: reactants, conditions, products, and yield Reactants: S(=O)(Cl)Cl (Thionyl chloride), S1C(=CC=C1)CC(=O)O (thiophen-2-yl-acetic acid), C([O-])(O)=O.[Na+] (sodium bicarbonate). Product: S1C(=CC=C1)CC(=O)OC (methyl 2-(thiophen-2-yl)acetate). Procedure: Thionyl chloride (10.20 ml, 140.7 mmol) was added to a solution of thiophen-2-yl-acetic acid (10.0 g, 70.3 mmol) in MeOH (100 ml) at 0° C. The reaction mixture was heated to reflux for 18 h, the volatiles were evaporated and the crude reaction mixture was basified with aqueous sodium bicarbonate solution, extracted with DCM, washed with brine and dried over anhydrous sodium sulfate. After filtration the organic solvent was evaporated and dried to afford 10.75 g (98%) of methyl 2-(thiophen-2-yl)a... The solvent is CO (MeOH). Isolated yield 98.0%. As a reaction SMILES: S(Cl)(Cl)=O.[S:5]1[CH:9]=[CH:8][CH:7]=[C:6]1[CH2:10][C:11]([OH:13])=[O:12].[C:14](=O)(O)[O-].[Na+]>CO>[S:5]1[CH:9]=[CH:8][CH:7]=[C:6]1[CH2:10][C:11]([O:13][CH3:14])=[O:12] |f:2.3|. The reactants are C1=CC=CC=C1 (benzene), FC1=C(C=CC=C1)O (2-fluorophenol), ClS(=O)(=O)N=C=O (chlorosulfonyl isocyanate). Run in C1(=CC=CC=C1)C (toluene). Product: FC1=C(C=CC=C1)OS(N)(=O)=O (Sulfamic acid 2-fluorophenyl ester). The yield is 38.2%. As a reaction SMILES: [F:1][C:2]1[CH:7]=[CH:6][CH:5]=[CH:4][C:3]=1[OH:8].Cl[S:10]([N:13]=C=O)(=[O:12])=[O:11].C1C=CC=CC=1>C1(C)C=CC=CC=1>[F:1][C:2]1[CH:7]=[CH:6][CH:5]=[CH:4][C:3]=1[O:8][S:10](=[O:12])(=[O:11])[NH2:13]. Procedure: This compound was prepared according to the procedure of Example 56. A mixture of 11.2 g (0.1 mole) of 2-fluorophenol and 9.1 ml (14.8 g, 0.105 mole) of chlorosulfonyl isocyanate in 50 ml of toluene gave 7.3 g (38%) of the title compound as a white solid, mp 63°-64° (benzene). Starting materials: CC(=O)Nc1ccc(C2=NN(C(=O)N(C)C)C(C)c3cc4c(cc32)OCO4)cc1, CO, CCOC(C)=O, [Na+], [OH-], O. The product is CC1c2cc3c(cc2C(c2ccc(N)cc2)=NN1C(=O)N(C)C)OCO3. Reaction SMILES: [C:1](=[O:2])([CH3:3])[NH:4][c:5]1[cH:6][cH:7][c:8]([C:11]2=[N:12][N:13]([C:25]([N:26]([CH3:27])[CH3:28])=[O:29])[CH:14]([CH3:24])[c:15]3[cH:16][c:17]4[c:18]([cH:19][c:20]32)[O:21][CH2:22][O:23]4)[cH:9][cH:10]1.[CH3:32][OH:33].[CH3:34][CH2:35][O:36][C:37]([CH3:38])=[O:39].[Na+:31].[OH-:30].[OH2:40]>>[NH2:4][c:5]1[cH:6][cH:7][c:8]([C:11]2=[N:12][N:13]([C:25]([N:26]([CH3:27])[CH3:28])=[O:29])[CH:14]([CH3:24])[c:15]3[cH:16][c:17]4[c:18]([cH:19][c:20]32)[O:21][CH2:22][O:23]4)[cH:9][cH:10]1. Starting materials: O=[N+]([O-])c1ccc(OCCN2CCOCC2)c(Br)c1, CCOC(C)=O, [H][H]. The product is Nc1ccc(OCCN2CCOCC2)c(Br)c1. RXN SMILES: [Br:1][c:2]1[c:3]([O:4][CH2:5][CH2:6][N:7]2[CH2:8][CH2:9][O:10][CH2:11][CH2:12]2)[cH:13][cH:14][c:15]([N+:17]([O-:18])=[O:19])[cH:16]1.[CH3:22][CH2:23][O:24][C:25](=[O:26])[CH3:27].[H:20][H:21]>>[Br:1][c:2]1[c:3]([O:4][CH2:5][CH2:6][N:7]2[CH2:8][CH2:9][O:10][CH2:11][CH2:12]2)[cH:13][cH:14][c:15]([NH2:17])[cH:16]1. The reactants are CN1[C@H](CCC1)C1=CC2=NC=C(C=C2O1)Br (2-(1-methyl-2-(R)-pyrrolidinyl)-6-(bromo)-furo[3,2-b]pyridine), CC=1C=C(C=NC1)[Sn](CCCC)(CCCC)CCCC ((5-methyl3-pyridyl)tributyltin). Reagents/catalysts: C1=CC=C(C=C1)P(C2=CC=CC=C2)C3=CC=CC=C3.C1=CC=C(C=C1)P(C2=CC=CC=C2)C3=CC=CC=C3.C1=CC=C(C=C1)P(C2=CC=CC=C2)C3=CC=CC=C3.C1=CC=C(C=C1)P(C2=CC=CC=C2)C3=CC=CC=C3.[Pd] (tetrakis(triphenylphosphine)palladium(O)). Solvent: C1(=CC=CC=C1)C (toluene). The product is CN1[C@H](CCC1)C1=CC2=NC=C(C=C2O1)C=1C=NC=C(C1)C (2-(1-methyl-2-(R)-pyrrolidinyl)-6-(5-methyl-3-pyridyl)-furo[3,2-b]pyridine). RXN SMILES: [CH3:1][N:2]1[CH2:6][CH2:5][CH2:4][C@@H:3]1[C:7]1[O:15][C:14]2[C:9](=[N:10][CH:11]=[C:12](Br)[CH:13]=2)[CH:8]=1.[CH3:17][C:18]1[CH:19]=[C:20]([Sn](CCCC)(CCCC)CCCC)[CH:21]=[N:22][CH:23]=1>C1(C)C=CC=CC=1.C1C=CC(P(C2C=CC=CC=2)C2C=CC=CC=2)=CC=1.C1C=CC(P(C2C=CC=CC=2)C2C=CC=CC=2)=CC=1.C1C=CC(P(C2C=CC=CC=2)C2C=CC=CC=2)=CC=1.C1C=CC(P(C2C=CC=CC=2)C2C=CC=CC=2)=CC=1.[Pd]>[CH3:1][N:2]1[CH2:6][CH2:5][CH2:4][C@@H:3]1[C:7]1[O:15][C:14]2[C:9](=[N:10][CH:11]=[C:12]([C:20]3[CH:21]=[N:22][CH:23]=[C:18]([CH3:17])[CH:19]=3)[CH:13]=2)[CH:8]=1 |f:3.4.5.6.7|. Reported procedure: To a solution of 2-(1-methyl-2-(R)-pyrrolidinyl)-6-(bromo)-furo[3,2-b]pyridine from Example 47 in toluene are added (5-methyl3-pyridyl)tributyltin and tetrakis(triphenylphosphine)palladium(O). After being refluxed overnight, the resulting mixture is cooled to room temperature. Solvent is removed, and the residue is chromatographed on a silica gel column. Reactants: C1(=CC=CC=C1)C#CC(C)(C)C=1C=CC(=C(C=O)C1)OC (5-(3-Phenyl-1,1-dimethyl-2-propynyl)-2-methoxybenzaldehyde), N[C@@H]1[C@@H](N(CCC1)C(=O)OC(C)(C)C)C1=CC=CC=C1 ((2S,3S)-3-Amino-1-tert-butoxycarbonyl-2-phenylpiperidine), C(C)(C)(C)OC(=O)N1[C@H]([C@H](CCC1)NCC1=C(C=CC(=C1)C(C)C#N)OC)C1=CC=CC=C1 ((2S,3S)-1-tert-Butoxycarbonyl-3-(5-(1-cyanoethyl)-2-methoxybenzyl)amino-2-phenylpiperidine). Product: C(C)(C)(C)OC(=O)N1[C@H]([C@H](CCC1)NCC1=C(C=CC(=C1)C(C#CC1=CC=CC=C1)(C)C)OC)C1=CC=CC=C1 ((2S,3S)-1-tert-Butoxycarbonyl-3-[5-(3-phenyl-1,1-dimethyl-2-propynyl)-2-methoxybenzyl]amino-2-phenylpiperidine). RXN SMILES: [C:1]1([C:7]#[C:8][C:9]([C:12]2[CH:13]=[CH:14][C:15]([O:20][CH3:21])=[C:16]([CH:19]=2)[CH:17]=O)([CH3:11])[CH3:10])[CH:6]=[CH:5][CH:4]=[CH:3][CH:2]=1.[NH2:22][C@H:23]1[CH2:28][CH2:27][CH2:26][N:25]([C:29]([O:31][C:32]([CH3:35])([CH3:34])[CH3:33])=[O:30])[C@H:24]1[C:36]1[CH:41]=[CH:40][CH:39]=[CH:38][CH:37]=1.C(OC(N1CCC[C@H](NCC2C=C(C(C#N)C)C=CC=2OC)[C@@H]1C1C=CC=CC=1)=O)(C)(C)C>>[C:32]([O:31][C:29]([N:25]1[CH2:26][CH2:27][CH2:28][C@H:23]([NH:22][CH2:17][C:16]2[CH:19]=[C:12]([C:9]([CH3:11])([CH3:10])[C:8]#[C:7][C:1]3[CH:2]=[CH:3][CH:4]=[CH:5][CH:6]=3)[CH:13]=[CH:14][C:15]=2[O:20][CH3:21])[C@@H:24]1[C:36]1[CH:37]=[CH:38][CH:39]=[CH:40][CH:41]=1)=[O:30])([CH3:35])([CH3:34])[CH3:33]. Procedure: This compound was prepared from Compound 68 and Compound 17 in the same manner of Compound 18. Starting materials: O=C([O-])O, CC(C)CN, CC#N, CC(=O)c1ccc(F)c([N+](=O)[O-])c1, [Na+], O. The product is CC(=O)c1ccc(NCC(C)C)c([N+](=O)[O-])c1. Reaction SMILES: [C:14](=[O:15])([O-:16])[OH:17].[CH2:19]([CH:20]([CH3:21])[CH3:22])[NH2:23].[CH3:25][C:26]#[N:27].[F:1][c:2]1[c:3]([N+:11](=[O:12])[O-:13])[cH:4][c:5]([C:8]([CH3:9])=[O:10])[cH:6][cH:7]1.[Na+:18].[OH2:24]>>[c:2]1([NH:23][CH2:19][CH:20]([CH3:21])[CH3:22])[c:3]([N+:11](=[O:12])[O-:13])[cH:4][c:5]([C:8]([CH3:9])=[O:10])[cH:6][cH:7]1. Reactants: Cc1ccccc1, ICCC1CCCCC1, c1ccc(P(c2ccccc2)c2ccccc2)cc1. Yields the product c1ccc([P+](CCC2CCCCC2)(c2ccccc2)c2ccccc2)cc1, [I-]. RXN SMILES: [CH3:29][c:30]1[cH:31][cH:32][cH:33][cH:34][cH:35]1.[I:1][CH2:2][CH2:3][CH:4]1[CH2:5][CH2:6][CH2:7][CH2:8][CH2:9]1.[c:10]1([P:16]([c:17]2[cH:18][cH:19][cH:20][cH:21][cH:22]2)[c:23]2[cH:24][cH:25][cH:26][cH:27][cH:28]2)[cH:11][cH:12][cH:13][cH:14][cH:15]1>>[CH2:2]([CH2:3][CH:4]1[CH2:5][CH2:6][CH2:7][CH2:8][CH2:9]1)[P+:16]([c:10]1[cH:11][cH:12][cH:13][cH:14][cH:15]1)([c:17]1[cH:18][cH:19][cH:20][cH:21][cH:22]1)[c:23]1[cH:24][cH:25][cH:26][cH:27][cH:28]1.[I-:1].